The task is: describe an organic reaction: reactants, conditions, products, and yield. This data is from the Open Reaction Database (ORD), a public repository of structured organic reaction records. The reactants are BrCCCCCCOCCCCC1=CC(=CC=C1)S(=O)(=O)C1CCCC1 (1-{4-[(6-Bromohexyl)oxy]butyl}-3-(cyclopentylsulfonyl)benzene), C(C1=CC=CC=C1)N (benzylamine). Yields the product C(C1=CC=CC=C1)NCCCCCCOCCCCC1=CC(=CC=C1)S(=O)(=O)C1CCCC1 (N-Benzyl-6-{4-[3-(cyclopentylsulfonyl)phenyl]butoxy}hexan-1-amine). RXN SMILES: Br[CH2:2][CH2:3][CH2:4][CH2:5][CH2:6][CH2:7][O:8][CH2:9][CH2:10][CH2:11][CH2:12][C:13]1[CH:18]=[CH:17][CH:16]=[C:15]([S:19]([CH:22]2[CH2:26][CH2:25][CH2:24][CH2:23]2)(=[O:21])=[O:20])[CH:14]=1.[CH2:27]([NH2:34])[C:28]1[CH:33]=[CH:32][CH:31]=[CH:30][CH:29]=1>>[CH2:27]([NH:34][CH2:2][CH2:3][CH2:4][CH2:5][CH2:6][CH2:7][O:8][CH2:9][CH2:10][CH2:11][CH2:12][C:13]1[CH:18]=[CH:17][CH:16]=[C:15]([S:19]([CH:22]2[CH2:26][CH2:25][CH2:24][CH2:23]2)(=[O:21])=[O:20])[CH:14]=1)[C:28]1[CH:33]=[CH:32][CH:31]=[CH:30][CH:29]=1. Procedure: 1-{4-[(6-Bromohexyl)oxy]butyl}-3-(cyclopentylsulfonyl)benzene (Example 11ii) (50 mg) was dissolved in benzylamine (0.5 ml), and heated in a microwave oven at 150° for 10 min. Excess benzylamine was removed in vacuo and the residue purified on a silica SPE bond elut cartridge, eluting with EtOAc-cyclohexane mixtures, to give the title compound, (40 mg) LCMS RT=2.74 min Reactants: CS(=O)C (dimethyl sulphoxide), [I-].C[S+](=O)(C)C (trimethylsulphoxonium iodide), [H-].[Na+] (sodium hydride), CC(C(=O)C=1C=NC=NC1)C (2-methyl-1-(5-pyrimidinyl)-1-propanone). The solvent is O1CCCC1 (tetrahydrofuran). Reaction conditions: time 15 minute. Yields the product C(C)(C)C1(OC1)C=1C=NC=NC1 (5-(2-isopropyloxiran-2-yl)pyrimidine). RXN SMILES: CS(C)=O.[I-].[CH3:6][S+](C)(C)=O.[H-].[Na+].[CH3:13][CH:14]([CH3:23])[C:15]([C:17]1[CH:18]=[N:19][CH:20]=[N:21][CH:22]=1)=[O:16]>O1CCCC1>[CH:14]([C:15]1([C:17]2[CH:22]=[N:21][CH:20]=[N:19][CH:18]=2)[CH2:6][O:16]1)([CH3:23])[CH3:13] |f:1.2,3.4|. Procedure details: Under an atmosphere of argon, 50 ml of dimethyl sulphoxide were slowly added dropwise to 8.06 g (37 mmol) of trimethylsulphoxonium iodide and 1.47 g of sodium hydride (60%, 37 mmol). The reaction mixture was then stirred at room temperature for 15 min, and 5.00 g (33 mmol) of 2-methyl-1-(5-pyrimidinyl)-1-propanone, dissolved in 10 ml of tetrahydrofuran, were added. The reaction mixture was stirred at 50° C. for 90 min. The reaction mixture was then concentrated under reduced pressure, and satura...